From a dataset of the Open Reaction Database (ORD), a public repository of structured organic reaction records. describe an organic reaction: reactants, conditions, products, and yield Reactants: ClC1=NC=C(C(=N1)Cl)F (2,4-dichloro-5-fluoropyrimidine), CC1=C(C=C(N)C=C1)C(F)(F)F (4-methyl-3-trifluoromethylaniline). Reaction SMILES: [Cl:1][C:2]1[N:7]=[C:6](Cl)[C:5]([F:9])=[CH:4][N:3]=1.[CH3:10][C:11]1[CH:17]=[CH:16][C:14]([NH2:15])=[CH:13][C:12]=1[C:18]([F:21])([F:20])[F:19]>>[Cl:1][C:2]1[N:7]=[C:6]([NH:15][C:14]2[CH:16]=[CH:17][C:11]([CH3:10])=[C:12]([C:18]([F:19])([F:20])[F:21])[CH:13]=2)[C:5]([F:9])=[CH:4][N:3]=1. The product is ClC1=NC=C(C(=N1)NC1=CC(=C(C=C1)C)C(F)(F)F)F (2-chloro-5-fluoro-N4-(4-methyl-3-trifluoromethylphenyl)-4-pyrimidineamine). Procedure: In a like manner to the preparation of 2-chloro-N4-(3,4-ethylenedioxyphenyl)-5-fluoro-4-pyrimidineamine, 2,4-dichloro-5-fluoropyrimidine and 4-methyl-3-trifluoromethylaniline were reacted to provide 2-chloro-5-fluoro-N4-(4-methyl-3-trifluoromethylphenyl)-4-pyrimidineamine. 1H NMR (CDCl3): δ 8.10 (d, 1H, J=3.0 Hz), 7.85–7.78 (m, 2H), 7.33 (d, 1H, J=9.3 Hz), 6.96 (bs, 1H), 2.48 (d, 3H, J=1.2 Hz); 19F NMR (282 MHz, CDCl3): −17641, −44541; LCMS: purity: 97%; MS (m/e): 306 (MH+). The reactants are ClCCl, COC(=O)c1cc(C=NO)ccc1OC, O=S(Cl)Cl. Product: COC(=O)c1cc(C#N)ccc1OC. Reaction SMILES: [CH2:20]([Cl:21])[Cl:22].[OH:1][N:2]=[CH:3][c:4]1[cH:5][cH:6][c:7]([O:14][CH3:15])[c:8]([C:9](=[O:10])[O:11][CH3:12])[cH:13]1.[S:16]([Cl:17])([Cl:18])=[O:19]>>[N:2]#[C:3][c:4]1[cH:5][cH:6][c:7]([O:14][CH3:15])[c:8]([C:9](=[O:10])[O:11][CH3:12])[cH:13]1. Reactants: COC([C@@H](NC(=O)OC(C)(C)C)C)=O (Boc-L-alanine methyl ester), [H-].C(C(C)C)[Al+]CC(C)C (diisobutylaluminumhydride). Solvent: C1(=CC=CC=C1)C (toluene). Run at time 6 minute. The product is C(=O)(OC(C)(C)C)N[C@@H](C)C=O (Boc-L-alaninal). Reaction SMILES: C[O:2][C:3](=O)[C@H:4]([CH3:13])[NH:5][C:6]([O:8][C:9]([CH3:12])([CH3:11])[CH3:10])=[O:7].[H-].C([Al+]CC(C)C)C(C)C>C1(C)C=CC=CC=1>[C:6]([NH:5][C@H:4]([CH:3]=[O:2])[CH3:13])([O:8][C:9]([CH3:10])([CH3:12])[CH3:11])=[O:7] |f:1.2|. Procedure details: Boc-L-alanine methyl ester (5.0 g, 24.6 mmol) was dissolved in dry toluene (150 ml) under an argon atmosphere and cooled in a dry ice-acetone bath. To this vigorously stirred solution was added a solution of diisobutylaluminumhydride (1.0 M in hexanes, 61.5 ml, 61.5 mmol), pre-cooled in a dry ice-acetone bath, via a transfer needle. After 6 minutes, the reaction was carefully quenched with methanol (4 ml) and the mixture allowed to warm to room temperature. The reaction mixture was poured into a... Starting materials: C1(=CC=CC=C1)CCC(=O)[C@H]1CC[C@H](CC1)CNC(OC(C)(C)C)=O (tert-butyl {[cis-4-(3-phenylpropanoyl)cyclohexyl]-methyl]carbamate), [BH4-].[Na+] (sodium borohydride). Run in C(C)O (ethanol). Reaction conditions: time 2 hour. Product: OC(CCC1=CC=CC=C1)[C@H]1CC[C@H](CC1)CNC(OC(C)(C)C)=O ((±)-tert-butyl {[cis-4-(1-hydroxy-3-phenylpropyl)cyclohexyl]methyl)carbamate). Yield: 104.8%. RXN SMILES: [C:1]1([CH2:7][CH2:8][C:9]([C@@H:11]2[CH2:16][CH2:15][C@H:14]([CH2:17][NH:18][C:19](=[O:25])[O:20][C:21]([CH3:24])([CH3:23])[CH3:22])[CH2:13][CH2:12]2)=[O:10])[CH:6]=[CH:5][CH:4]=[CH:3][CH:2]=1.[BH4-].[Na+]>C(O)C>[OH:10][CH:9]([C@@H:11]1[CH2:16][CH2:15][C@H:14]([CH2:17][NH:18][C:19](=[O:25])[O:20][C:21]([CH3:23])([CH3:22])[CH3:24])[CH2:13][CH2:12]1)[CH2:8][CH2:7][C:1]1[CH:6]=[CH:5][CH:4]=[CH:3][CH:2]=1 |f:1.2|. Procedure: To a solution of tert-butyl {[cis-4-(3-phenylpropanoyl)cyclohexyl]-methyl]carbamate (3.45 g, 10.0 mmol) in ethanol (65 ml) under nitrogen cooled in an ice-bath was added sodium borohydride (0.78 g, 21 mmol). The mixture was stirred two hours at ice-bath temperature. The reaction was quenched by addition saturated sodium bicarbonate solution (30 ml). The mixture was concentrated under reduced pressure to remove ethanol. The aqueous residue was diluted with water (15 ml) and extracted with ethyl a...